Dataset: the Open Reaction Database (ORD), a public repository of structured organic reaction records. Task: describe an organic reaction: reactants, conditions, products, and yield Starting materials: C(C=C)ON(S(=O)(=O)C1=C(C=CC=C1)[N+](=O)[O-])[C@@H]1C=C([C@H](N(C1)C(=O)OC(C)(C)C)CO[Si](C)(C)C(C)(C)C)C ((2S,5R)-tert-butyl 5-(N-(allyloxy)-2-nitrophenylsulfonamido)-2-((tert-butyldimethylsilyloxy)methyl)-3-methyl-5,6-dihydropyridine-1(2H)-carboxylate), C(C=C)ON(S(=O)(=O)C1=C(C=CC=C1)[N+](=O)[O-])[C@@H]1C=C([C@H](N(C1)C(=O)OC(C)(C)C)CO[Si](C)(C)C(C)(C)C)C ((2S,5R)-tert-butyl 5-(N-(allyloxy)-2-nitrophenylsulfonamido)-2-((tert-butyldimethylsilyloxy)methyl)-3-methyl-5,6-dihydropyridine-1(2H)-carboxylate), [F-].C(CCC)[N+](CCCC)(CCCC)CCCC (Tetrabutylammonium fluoride). The solvent is C1CCOC1 (THF), C1CCOC1 (THF). Yields the product C(C=C)ON(S(=O)(=O)C1=C(C=CC=C1)[N+](=O)[O-])[C@@H]1C=C([C@H](N(C1)C(=O)OC(C)(C)C)CO)C ((2S,5R)-tert-butyl 5-(N-(allyloxy)-2-nitrophenylsulfonamido)-2-(hydroxymethyl)-3-methyl-5,6-dihydropyridine-1(2H)-carboxylate). The yield is 79.3%. RXN SMILES: [CH2:1]([O:4][N:5]([C@H:18]1[CH2:23][N:22]([C:24]([O:26][C:27]([CH3:30])([CH3:29])[CH3:28])=[O:25])[C@H:21]([CH2:31][O:32][Si](C(C)(C)C)(C)C)[C:20]([CH3:40])=[CH:19]1)[S:6]([C:9]1[CH:14]=[CH:13][CH:12]=[CH:11][C:10]=1[N+:15]([O-:17])=[O:16])(=[O:8])=[O:7])[CH:2]=[CH2:3].[F-].C([N+](CCCC)(CCCC)CCCC)CCC>C1COCC1>[CH2:1]([O:4][N:5]([C@H:18]1[CH2:23][N:22]([C:24]([O:26][C:27]([CH3:29])([CH3:28])[CH3:30])=[O:25])[C@H:21]([CH2:31][OH:32])[C:20]([CH3:40])=[CH:19]1)[S:6]([C:9]1[CH:14]=[CH:13][CH:12]=[CH:11][C:10]=1[N+:15]([O-:17])=[O:16])(=[O:8])=[O:7])[CH:2]=[CH2:3] |f:1.2|. Reported procedure: (2S,5R)-tert-butyl 5-(N-(allyloxy)-2-nitrophenylsulfonamido)-2-((tert-butyldimethylsilyloxy)methyl)-3-methyl-5,6-dihydropyridine-1(2H)-carboxylate (Intermediate 80, 7.05 g, 11.79 mmol) in THF (100 mL) was charged with nitrogen and cooled in an ice-bath. Tetrabutylammonium fluoride in THF (14.15 mL, 14.15 mmol) was added to the solution and stirred at rt. The reaction mixture was evaporated and the crude product was loaded onto silica and purified via flash chromatography (30-100% EA/Hexanes, 40 ... The yield is 60.9%. Procedure details: 4-(Benzyloxy)-1-(5-methyl-2,3,4,5-tetrahydro-1H-pyrido[4,3-b]indol-7-yl)pyridin-2(1H)-one (100 mg, 0.26 mmol) and tert-butyl 4-oxopiperidine-1-carboxylate (27 mg, 0.26 mmol) were stirred in methylene chloride (1 mL) and AcOH (0.1 mL), and picoline borane complex (27 mg, 0.26 mmol) was added. After stirring for 16 h, the mixture was diluted with methylene chloride, washed with sodium carbonate solution and concentrated. The obtained residue was purified by flash column chromatography (silica gel,... Reaction conditions: time 16 hour. As a reaction SMILES: [CH2:1]([O:8][C:9]1[CH:14]=[CH:13][N:12]([C:15]2[CH:16]=[CH:17][C:18]3[C:19]4[CH2:28][NH:27][CH2:26][CH2:25][C:20]=4[N:21]([CH3:24])[C:22]=3[CH:23]=2)[C:11](=[O:29])[CH:10]=1)[C:2]1[CH:7]=[CH:6][CH:5]=[CH:4][CH:3]=1.O=[C:31]1[CH2:36][CH2:35][N:34]([C:37]([O:39][C:40]([CH3:43])([CH3:42])[CH3:41])=[O:38])[CH2:33][CH2:32]1>C(Cl)Cl.CC(O)=O>[CH2:1]([O:8][C:9]1[CH:14]=[CH:13][N:12]([C:15]2[CH:16]=[CH:17][C:18]3[C:19]4[CH2:28][N:27]([CH:31]5[CH2:36][CH2:35][N:34]([C:37]([O:39][C:40]([CH3:43])([CH3:42])[CH3:41])=[O:38])[CH2:33][CH2:32]5)[CH2:26][CH2:25][C:20]=4[N:21]([CH3:24])[C:22]=3[CH:23]=2)[C:11](=[O:29])[CH:10]=1)[C:2]1[CH:3]=[CH:4][CH:5]=[CH:6][CH:7]=1. Run in C(Cl)Cl (methylene chloride), CC(=O)O (AcOH), C(Cl)Cl (methylene chloride). The reactants are C(C1=CC=CC=C1)OC1=CC(N(C=C1)C=1C=CC=2C3=C(N(C2C1)C)CCNC3)=O (4-(Benzyloxy)-1-(5-methyl-2,3,4,5-tetrahydro-1H-pyrido[4,3-b]indol-7-yl)pyridin-2(1H)-one), O=C1CCN(CC1)C(=O)OC(C)(C)C (tert-butyl 4-oxopiperidine-1-carboxylate). The product is C(C1=CC=CC=C1)OC1=CC(N(C=C1)C=1C=CC=2C3=C(N(C2C1)C)CCN(C3)C3CCN(CC3)C(=O)OC(C)(C)C)=O (tert-Butyl 4-(7-(4-(benzyloxy)-2-oxopyridin-1(2H)-yl)-5-methyl-3,4-dihydro-1H-pyrido[4,3-b]indol-2(5H)-yl)piperidine-1-carboxylate). Starting materials: C(=O)NC1=CC=CC(=N1)CC(=O)OCC (ethyl 2-(6-formamidopyridin-2-yl)acetate), [OH-].[Na+] (sodium hydroxide), O (water), Cl (hydrochloric acid). The solvent is C(C)O (ethanol), C(C)O (ethanol). Run at time 1 hour. Product: C(=O)NC1=CC=CC(=N1)CC(=O)O (2-(6-formamidopyridin-2-yl)acetic acid). Yield: 65.7%. As a reaction SMILES: [CH:1]([NH:3][C:4]1[N:9]=[C:8]([CH2:10][C:11]([O:13]CC)=[O:12])[CH:7]=[CH:6][CH:5]=1)=[O:2].[OH-].[Na+].O.Cl>C(O)C>[CH:1]([NH:3][C:4]1[N:9]=[C:8]([CH2:10][C:11]([OH:13])=[O:12])[CH:7]=[CH:6][CH:5]=1)=[O:2] |f:1.2|. Reported procedure: To a solution of ethyl 2-(6-formamidopyridin-2-yl)acetate (4.4 g.) in ethanol (44 ml.) was added 2 N sodium hydroxide solution [solvent:water (1 part)+ethanol (4 parts] (15.9 ml.) at 18° to 20° C. over 30 minutes, and then the solution was stirred at room temperature for one hour. After 1 N hydrochloric acid (31.7 ml.) was added to the solution, the solution was concentrated under reduced pressure. The residue was extracted with hot ethyl acetate (500 ml.) and the extract was concentrated under ... The reactants are COC=1C=C(C[C@@H]2NCCC3=CC(=C(C=C23)OC)OC)C=CC1OC ((1S)-1-(3,4-Dimethoxy-benzyl)-6,7-dimethoxy-1,2,3,4-tetrahydroisoquinoline), BrCC(=O)Br (2-bromoacetyl bromide), N[C@H]1CCC2=CC=CC=C12 ((1S)-1-amino-indane). Yields the product COC=1C=C(C[C@@H]2N(CCC3=CC(=C(C=C23)OC)OC)CC(=O)N[C@H]2CCC3=CC=CC=C23)C=CC1OC (2-[(1S)-1-(3,4-Dimethoxy-benzyl)-6,7-dimethoxy-3,4-dihydro-1H-isoquinolin-2-yl]-N-[(1S)-indan-1-yl]-acetamide). Reaction SMILES: [CH3:1][O:2][C:3]1[CH:4]=[C:5]([CH:21]=[CH:22][C:23]=1[O:24][CH3:25])[CH2:6][C@H:7]1[C:16]2[C:11](=[CH:12][C:13]([O:19][CH3:20])=[C:14]([O:17][CH3:18])[CH:15]=2)[CH2:10][CH2:9][NH:8]1.Br[CH2:27][C:28](Br)=[O:29].[NH2:31][C@@H:32]1[C:40]2[C:35](=[CH:36][CH:37]=[CH:38][CH:39]=2)[CH2:34][CH2:33]1>>[CH3:1][O:2][C:3]1[CH:4]=[C:5]([CH:21]=[CH:22][C:23]=1[O:24][CH3:25])[CH2:6][C@H:7]1[C:16]2[C:11](=[CH:12][C:13]([O:19][CH3:20])=[C:14]([O:17][CH3:18])[CH:15]=2)[CH2:10][CH2:9][N:8]1[CH2:27][C:28]([NH:31][C@@H:32]1[C:40]2[C:35](=[CH:36][CH:37]=[CH:38][CH:39]=2)[CH2:34][CH2:33]1)=[O:29]. Procedure: prepared by reaction of (1S)-1-(3,4-Dimethoxy-benzyl)-6,7-dimethoxy-1,2,3,4-tetrahydroisoquinoline and 2-bromoacetyl bromide with (1S)-1-amino-indane Reactants: CC(C)N=C=NC(C)C, C1COCCO1, CC(C)(C)OC(=O)N1CCC(C2CCN(c3ccc(C(=O)NCCO)cc3)CC2)CC1. Yields the product CC(C)(C)OC(=O)N1CCC(C2CCN(c3ccc(C4=NCCO4)cc3)CC2)CC1. RXN SMILES: [CH:32]([N:33]=[C:34]=[N:35][CH:36]([CH3:37])[CH3:38])([CH3:39])[CH3:40].[O:41]1[CH2:42][CH2:43][O:44][CH2:45][CH2:46]1.[OH:1][CH2:2][CH2:3][NH:4][C:5](=[O:6])[c:7]1[cH:8][cH:9][c:10]([N:13]2[CH2:14][CH2:15][CH:16]([CH:19]3[CH2:20][CH2:21][N:22]([C:25](=[O:26])[O:27][C:28]([CH3:29])([CH3:30])[CH3:31])[CH2:23][CH2:24]3)[CH2:17][CH2:18]2)[cH:11][cH:12]1>>[O:1]1[CH2:2][CH2:3][N:4]=[C:5]1[c:7]1[cH:8][cH:9][c:10]([N:13]2[CH2:14][CH2:15][CH:16]([CH:19]3[CH2:20][CH2:21][N:22]([C:25](=[O:26])[O:27][C:28]([CH3:29])([CH3:30])[CH3:31])[CH2:23][CH2:24]3)[CH2:17][CH2:18]2)[cH:11][cH:12]1. Reactants: C(C)(C)NC(C)C (diisopropylamine), C(CCC)[Li] (butyl lithium), ClC=1N=NC(=CC1)OC (3-chloro-6-methoxy-pyridazine), Cl[Si](C)(C)C (chlorotrimethyl silane). The solvent is C1CCCCC1 (cyclohexane), O1CCCC1 (tetrahydrofuran), O1CCCC1 (tetrahydrofuran). Reaction conditions: temperature -78 celsius, time 20 minute. Yields the product ClC1=CC(=C(N=N1)OC)[Si](C)(C)C (6-Chloro-3-methoxy-4-trimethylsilanyl-pyridazine). As a reaction SMILES: C(NC(C)C)(C)C.C([Li])CCC.[Cl:13][C:14]1[N:15]=[N:16][C:17]([O:20][CH3:21])=[CH:18][CH:19]=1.Cl[Si:23]([CH3:26])([CH3:25])[CH3:24]>C1CCCCC1.O1CCCC1>[Cl:13][C:14]1[N:15]=[N:16][C:17]([O:20][CH3:21])=[C:18]([Si:23]([CH3:26])([CH3:25])[CH3:24])[CH:19]=1. Procedure details: In a 2-necked round bottom flask under argon placed 4.0476 g of distilled diisopropylamine and 60 mL of tetrahydrofuran (Aldrich, anhydrous, no stabilizer). The mixture was cooled to −78° C., then ca 20 mL of 2.0 M butyl lithium in cyclohexane was added. The mixture was set in an ice bath for 20 minutes, then cooled to −78° C. and a solution of 2.8912 g of 3-chloro-6-methoxy-pyridazine and 3.05 mL of chlorotrimethyl silane in 12 mL of tetrahydrofuran was added over 15 minutes. The mixture was st... As a reaction SMILES: O1CCC[CH2:2]1.[CH:6]([N-:9][CH:10](C)C)(C)C.[Li+].[C:14]([C:16]([C:30]#[N:31])=[C:17]1[CH2:21][CH2:20][N:19]([C:22]2[CH:27]=[CH:26][C:25]([O:28][CH3:29])=[CH:24][CH:23]=2)[CH2:18]1)#[N:15]>>[C:14]([C:16]([C:30]#[N:31])=[C:17]1[C:21](=[CH:6][N:9]([CH3:10])[CH3:2])[CH2:20][N:19]([C:22]2[CH:27]=[CH:26][C:25]([O:28][CH3:29])=[CH:24][CH:23]=2)[CH2:18]1)#[N:15] |f:0.1.2|. The reactants are O1CCCC1.C(C)(C)[N-]C(C)C.[Li+] (Lithium diisopropylamide mono(tetrahydrofuran)), C(#N)C(=C1CN(CC1)C1=CC=C(C=C1)OC)C#N (3-dicyanomethylene-1-(4-methoxyphenyl)pyrrolidine). Procedure details: Lithium diisopropylamide mono(tetrahydrofuran) (7.1 mL, 10.5 mmol, in 1.5M in cyclohexanol) is added dropwise to a suspension of 3-dicyanomethylene-1-(4-methoxyphenyl)pyrrolidine (2.10 g, 8.8 mmol) in 150 mL of freshly distilled (over calcium hydride) tetrahydrofuran in a dry ice-acetone bath. After stirring for 1 hour, dimethylaminomethylene chloride (prepared from 1.64 mL of phosphorus oxychloride and 1.36 mL of N,N-dimethylformamide in 10 mL of tetrahydrofuran) is added dropwise, and the stir... Reaction conditions: time 1 hour. Yield: 39.4%. Product: C(#N)C(=C1CN(CC1=CN(C)C)C1=CC=C(C=C1)OC)C#N (3-dicyanomethylene-4-(N,N-dimethylamino)methylene-1(4-methoxyphenyl)pyrrolidine).